Dataset: the Open Reaction Database (ORD), a public repository of structured organic reaction records. Task: describe an organic reaction: reactants, conditions, products, and yield Starting materials: C(C)OC(=O)C=1C(=C2C(=NC1)N(N=C2)CC)Cl (4-Chloro-1-ethyl-1H-pyrazolo[3,4-b]pyridine-5-carboxylic acid ethyl ester), ClC=1C=C(C=CC1OC)CN ((3-chloro-4-methoxyphenyl)methylamine). Product: ClC=1C=C(C=CC1OC)CNC1=C2C(=NC=C1C(=O)O)N(N=C2)CC (4-[[(3-Chloro-4-methoxyphenyl)methyl]amino]-1-ethyl-1H-pyrazolo[3,4-b]pyridine-5-carboxylic acid). The yield is 87.0%. Reaction SMILES: C([O:3][C:4]([C:6]1[C:7](Cl)=[C:8]2[CH:14]=[N:13][N:12]([CH2:15][CH3:16])[C:9]2=[N:10][CH:11]=1)=[O:5])C.[Cl:18][C:19]1[CH:20]=[C:21]([CH2:27][NH2:28])[CH:22]=[CH:23][C:24]=1[O:25][CH3:26]>>[Cl:18][C:19]1[CH:20]=[C:21]([CH2:27][NH:28][C:7]2[C:6]([C:4]([OH:3])=[O:5])=[CH:11][N:10]=[C:9]3[N:12]([CH2:15][CH3:16])[N:13]=[CH:14][C:8]=23)[CH:22]=[CH:23][C:24]=1[O:25][CH3:26]. Procedure details: 4-Chloro-1-ethyl-1H-pyrazolo[3,4-b]pyridine-5-carboxylic acid ethyl ester and (3-chloro-4-methoxyphenyl)methylamine was used to afford the title compound (87%) as a white solid: mp 250 ° C.(decomposed). The reactants are N1C=NC=C1 (imidazole), ClC=1N=C(C2=C(N1)SC(=C2C)C)NCC2=CC(=CC=C2)[N+](=O)[O-] (2-chloro-5,6-dimethyl-4-(3-nitrobenzylamino)-thieno-[2,3-d]-pyrimidine). Product: N1(C=NC=C1)C=1N=C(C2=C(N1)SC(=C2C)C)NCC2=CC(=CC=C2)[N+](=O)[O-] (2-(imidazol-1-yl)-5,6-dimethyl-4-(3-nitrobenzylamino)-thieno-[2,3-d]-pyrimidine). As a reaction SMILES: [NH:1]1[CH:5]=[CH:4][N:3]=[CH:2]1.Cl[C:7]1[N:8]=[C:9]([NH:18][CH2:19][C:20]2[CH:25]=[CH:24][CH:23]=[C:22]([N+:26]([O-:28])=[O:27])[CH:21]=2)[C:10]2[C:15]([CH3:16])=[C:14]([CH3:17])[S:13][C:11]=2[N:12]=1>>[N:1]1([C:7]2[N:8]=[C:9]([NH:18][CH2:19][C:20]3[CH:25]=[CH:24][CH:23]=[C:22]([N+:26]([O-:28])=[O:27])[CH:21]=3)[C:10]3[C:15]([CH3:16])=[C:14]([CH3:17])[S:13][C:11]=3[N:12]=2)[CH:5]=[CH:4][N:3]=[CH:2]1. Procedure: Following the procedure of Example 97, the reaction of imidazole with 2-chloro-5,6-dimethyl-4-(3-nitrobenzylamino)-thieno-[2,3-d]-pyrimidine gives 2-(imidazol-1-yl)-5,6-dimethyl-4-(3-nitrobenzylamino)-thieno-[2,3-d]-pyrimidine. Reactants: Cl.N1C=C(C2=CC=CC=C12)CCN (2-(1H-indol-3-yl)-ethylamine hydrochloride salt), C(C1=CC=CC=C1)N(C([C@H](CC1=CC=CC=C1)N(C(=O)OC(C)(C)C)CC=O)=O)C ((S)-N-benzyl-N-methyl-2-[N-(t-butoxycarbonyl)-2-oxo-ethylamino]-3-phenyl-propionamide). Yields the product C(C1=CC=CC=C1)N(C([C@H](CC1=CC=CC=C1)N(C(=O)OC(C)(C)C)CCNCCC1=CNC2=CC=CC=C12)=O)C ((S)-N-Benzyl-N-methyl-2-[[2-(1H-indol-3-yl)-ethylamino]-N'-(t-butoxycarbonyl)-ethylamino]-3-phenyl-propionamide). As a reaction SMILES: Cl.[NH:2]1[C:10]2[C:5](=[CH:6][CH:7]=[CH:8][CH:9]=2)[C:4]([CH2:11][CH2:12][NH2:13])=[CH:3]1.[CH2:14]([N:21]([CH3:43])[C:22](=[O:42])[C@@H:23]([N:31]([CH2:39][CH:40]=O)[C:32]([O:34][C:35]([CH3:38])([CH3:37])[CH3:36])=[O:33])[CH2:24][C:25]1[CH:30]=[CH:29][CH:28]=[CH:27][CH:26]=1)[C:15]1[CH:20]=[CH:19][CH:18]=[CH:17][CH:16]=1>>[CH2:14]([N:21]([CH3:43])[C:22](=[O:42])[C@@H:23]([N:31]([CH2:39][CH2:40][NH:13][CH2:12][CH2:11][C:4]1[C:5]2[C:10](=[CH:9][CH:8]=[CH:7][CH:6]=2)[NH:2][CH:3]=1)[C:32]([O:34][C:35]([CH3:37])([CH3:36])[CH3:38])=[O:33])[CH2:24][C:25]1[CH:30]=[CH:29][CH:28]=[CH:27][CH:26]=1)[C:15]1[CH:20]=[CH:19][CH:18]=[CH:17][CH:16]=1 |f:0.1|. Reported procedure: Prepare by the method of Example 1 using 2-(1H-indol-3-yl)-ethylamine hydrochloride salt (tryptamine hydrochloride salt) (0.197 g, 1.0 mmol) and (S)-N-benzyl-N-methyl-2-[N-(t-butoxycarbonyl)-2-oxo-ethylamino]-3-phenyl-propionamide (0.41 g, 1.0 mmol) to give the title compound: TLC Rf =0.69 (silica gel, 85% chloroform/10% methanol/5% acetic acid). Starting materials: C([O-])([O-])=O.[Na+].[Na+] (sodium carbonate), C(C=CC1=CC=CC=C1)=O (cinnamaldehyde), C(C)(C)C(=O)C (methyl isopropyl ketone), Cl (hydrogen chloride). Yields the product C1(=CC=CC=C1)C=CC(C(C(C)=O)(C)C)Cl (1-phenyl-3-chloro-4,4-dimethyl-1-hexen-5-one). Run at time 12 hour. Reaction SMILES: [CH:1](=O)[CH:2]=[CH:3][C:4]1[CH:9]=[CH:8][CH:7]=[CH:6][CH:5]=1.[CH:11]([C:14]([CH3:16])=[O:15])([CH3:13])[CH3:12].[ClH:17].C(=O)([O-])[O-].[Na+].[Na+]>>[C:4]1([CH:3]=[CH:2][CH:1]([Cl:17])[C:11]([CH3:13])([CH3:12])[C:14](=[O:15])[CH3:16])[CH:9]=[CH:8][CH:7]=[CH:6][CH:5]=1 |f:3.4.5|. Procedure details: 20 g (0.15 mol) of cinnamaldehyde and 25.8 g (0.3 mol) of methyl isopropyl ketone are initially introduced, and dry hydrogen chloride is passed in at 10° C. until saturation. The mixture is stirred for 12 hours at 20°-25° C. and poured onto water, and the resulting mixture is neutralized by means of sodium carbonate. The neutralized mixture is extracted with methylene chloride and dried, and the methylene chloride is distilled off. 25.7 g (72.4% of theory) are obtained of 1-phenyl-3-chloro-4,4-d... Starting materials: [Si](C)(C)(C(C)(C)C)O[C@H](C)[C@H]1C(N(C1)CC1=CC=C(C=C1)OC)=O ((3S)-3-[(1R)-1-(t-butyldimethylsilyloxy)ethyl]-1-(4-methoxybenzyl)azetidin-2-one), S(=O)(=O)([O-])OOS(=O)(=O)[O-].[K+].[K+] (potassium persulfate), P(=O)(O)([O-])[O-].[K+].[K+] (dipotassium hydrogen phosphate). Run in C(C)#N (acetonitrile), O (water). Run at temperature 70 celsius, time 2 hour. Yields the product [Si](C)(C)(C(C)(C)C)O[C@H](C)[C@H]1C(NC1)=O ((3S)-3-[(1R)-1-(t-butyldimethylsilyloxy)ethyl]azetidin-2-one). Isolated yield 44.2%. RXN SMILES: [Si:1]([O:8][C@@H:9]([C@@H:11]1[CH2:14][N:13](CC2C=CC(OC)=CC=2)[C:12]1=[O:24])[CH3:10])([C:4]([CH3:7])([CH3:6])[CH3:5])([CH3:3])[CH3:2].S(OOS([O-])(=O)=O)([O-])(=O)=O.[K+].[K+].P([O-])([O-])(O)=O.[K+].[K+]>C(#N)C.O>[Si:1]([O:8][C@@H:9]([C@@H:11]1[CH2:14][NH:13][C:12]1=[O:24])[CH3:10])([C:4]([CH3:7])([CH3:5])[CH3:6])([CH3:3])[CH3:2] |f:1.2.3,4.5.6|. Procedure: A mixture of (3S)-3-[(1R)-1-(t-butyldimethylsilyloxy)ethyl]-1-(4-methoxybenzyl)azetidin-2-one (2.45 g), potassium persulfate (4.73 g) and dipotassium hydrogen phosphate (3.66 g) in acetonitrile (35 ml) and water (30 ml) was stirred at 70° C. for 2 hours. The mixture was evaporated and the residue was extracted with ethyl acetate. The extract was washed with 1N hydrochloric acid, saturated aqueous sodium hydrogencarbonate, water and an aqueous sodium chloride in turn, and then dried over magnesiu... Starting materials: CCCCc1oc2ccccc2c1-c1ncc(-c2ccc3cc(OCc4ccc(C(=O)OC)cc4)ccc3c2)o1, C1CCOC1, CO, Cl, [Na+], [OH-], O. The product is CCCCc1oc2ccccc2c1-c1ncc(-c2ccc3cc(OCc4ccc(C(=O)O)cc4)ccc3c2)o1. As a reaction SMILES: [CH2:1]([CH2:2][CH2:3][CH3:4])[c:5]1[o:6][c:7]2[c:8]([c:9]1-[c:10]1[o:11][c:12](-[c:15]3[cH:16][c:17]4[cH:18][cH:19][c:20]([O:25][CH2:26][c:27]5[cH:28][cH:29][c:30]([C:31](=[O:32])[O:33][CH3:34])[cH:35][cH:36]5)[cH:21][c:22]4[cH:23][cH:24]3)[cH:13][n:14]1)[cH:37][cH:38][cH:39][cH:40]2.[CH2:45]1[O:46][CH2:47][CH2:48][CH2:49]1.[CH3:50][OH:51].[ClH:44].[Na+:42].[OH-:41].[OH2:43]>>[CH2:1]([CH2:2][CH2:3][CH3:4])[c:5]1[o:6][c:7]2[c:8]([c:9]1-[c:10]1[o:11][c:12](-[c:15]3[cH:16][c:17]4[cH:18][cH:19][c:20]([O:25][CH2:26][c:27]5[cH:28][cH:29][c:30]([C:31](=[O:32])[OH:33])[cH:35][cH:36]5)[cH:21][c:22]4[cH:23][cH:24]3)[cH:13][n:14]1)[cH:37][cH:38][cH:39][cH:40]2.